Dataset: the Open Reaction Database (ORD), a public repository of structured organic reaction records. Task: describe an organic reaction: reactants, conditions, products, and yield Reactants: N1=C(C=NC=C1)C(=O)OC (methyl pyrazinoate), C1=CC=CC=C1 (benzene), C1(CC1)C(=O)C (cyclopropylmethyl ketone), C[O-].[Na+] (sodium methoxide). Solvent: O (water). Product: C1(CC1)C(CC(=O)C1=NC=CN=C1)=O (1-Cyclopropyl-3-(2-pyrazinyl)-1,3-propanedione). As a reaction SMILES: [N:1]1[CH:6]=[CH:5][N:4]=[CH:3][C:2]=1[C:7]([O:9]C)=O.[CH:11]1([C:14]([CH3:16])=[O:15])[CH2:13][CH2:12]1.C[O-].[Na+].C1C=CC=CC=1>O>[CH:11]1([C:14](=[O:15])[CH2:16][C:7]([C:2]2[CH:3]=[N:4][CH:5]=[CH:6][N:1]=2)=[O:9])[CH2:13][CH2:12]1 |f:2.3|. Reported procedure: A stirred mixture of 14.0 g. of methyl pyrazinoate, 16.8 g. of cyclopropylmethyl ketone, 6.0 g. of sodium methoxide and 200 ml. of benzene is heated under reflux for 5 hours. A 400 ml. volume of water is added to the mixture. The benzene phase is separated and the aqueous solution is made weakly acidic with dilute hydrochloric acid. A yellow solid precipitates, which is collected and recrystallized from hexane to give white crystals, m.p. 111°-112°C.